This data is from the Open Reaction Database (ORD), a public repository of structured organic reaction records. The task is: describe an organic reaction: reactants, conditions, products, and yield Reactants: OCC=1C=C(C=CC1)C1=NC=C(C=N1)/C=C/CNC(OC(C)(C)C)=O (tert-butyl {(E)-3-[2-(3-hydroxymethylphenyl)pyrimidin-5-yl]allyl}carbamate), C1CCOC1 (THF). Reagents/catalysts: [Pt] (platinum). Yields the product OCC=1C=C(C=CC1)C1=NC=C(C=N1)CCCNC(OCCCC)=O (butyl {3-[2-(3-hydroxymethylphenyl)pyrimidin-5-yl]propyl}-carbamate). As a reaction SMILES: [OH:1][CH2:2][C:3]1[CH:4]=[C:5]([C:9]2[N:14]=[CH:13][C:12](/[CH:15]=[CH:16]/[CH2:17][NH:18][C:19](=[O:25])[O:20][C:21]([CH3:24])(C)C)=[CH:11][N:10]=2)[CH:6]=[CH:7][CH:8]=1.[CH2:26]1COC[CH2:27]1>[Pt]>[OH:1][CH2:2][C:3]1[CH:4]=[C:5]([C:9]2[N:10]=[CH:11][C:12]([CH2:15][CH2:16][CH2:17][NH:18][C:19](=[O:25])[O:20][CH2:21][CH2:24][CH2:26][CH3:27])=[CH:13][N:14]=2)[CH:6]=[CH:7][CH:8]=1. Reported procedure: 280 mg (0.82 mmol) of tert-butyl {(E)-3-[2-(3-hydroxymethylphenyl)pyrimidin-5-yl]allyl}carbamate are dissolved in 10 ml of THF, shaken at room temperature for 17 h with 300 mg of platinum on active carbon (5%, comprises 56% of water) under a hydrogen atmosphere. The catalyst is filtered off with suction, and the filtrate is evaporated to dryness.